Dataset: the Open Reaction Database (ORD), a public repository of structured organic reaction records. Task: describe an organic reaction: reactants, conditions, products, and yield Reactants: CCOC(=O)C1CCN(C(=O)OCC)c2ccccc2C1O, C1CCOC1, O=S(=O)(O)O. Product: CCOC(=O)C1=Cc2ccccc2N(C(=O)OCC)CC1. RXN SMILES: [CH2:1]([CH3:2])[O:3][C:4](=[O:5])[N:6]1[CH2:7][CH2:8][CH:9]([C:18](=[O:19])[O:20][CH2:21][CH3:22])[CH:10]([OH:17])[c:11]2[c:12]1[cH:13][cH:14][cH:15][cH:16]2.[CH2:28]1[O:29][CH2:30][CH2:31][CH2:32]1.[S:23](=[O:24])(=[O:25])([OH:26])[OH:27]>>[CH2:1]([CH3:2])[O:3][C:4](=[O:5])[N:6]1[CH2:7][CH2:8][C:9]([C:18](=[O:19])[O:20][CH2:21][CH3:22])=[CH:10][c:11]2[c:12]1[cH:13][cH:14][cH:15][cH:16]2. Reported procedure: 0.87 mL (1384 mmol) methyl iodide diluted in 2 mL methanol was added dropwise to 2.00 g (8.65 mmol) N-(6-bromopyridin-2-yl)thiourea suspended in 30 mL methanol, and the mixture was heated for 1.45 hr under reflux. The reaction mixture was in solution. The methylated intermediate product, consisting of methyl N-(6-bromopyridin-2-yl)imidothiocarbamate hydroiodide (ESI-MS [M+H+]=247.85 calculated for C7H8BrN3S=246), was freed of solvent under vacuum. The intermediate product was then suspended in 2... The yield is 75.1%. As a reaction SMILES: CI.[Br:3][C:4]1[N:9]=[C:8]([NH:10][C:11]([NH2:13])=S)[CH:7]=[CH:6][CH:5]=1.[CH3:14][O:15][C:16]1[CH:23]=[CH:22][CH:21]=[CH:20][C:17]=1[CH2:18][NH2:19].ClCCl.CCCCC>CO.C(O)C>[Br:3][C:4]1[N:9]=[C:8]([NH:10][C:11]([NH:19][CH2:18][C:17]2[CH:20]=[CH:21][CH:22]=[CH:23][C:16]=2[O:15][CH3:14])=[NH:13])[CH:7]=[CH:6][CH:5]=1 |f:3.4|. Product: BrC1=CC=CC(=N1)NC(=N)NCC1=C(C=CC=C1)OC (N-(6-bromopyridin-2-yl)-N′-(2-methoxybenzyl)guanidine). The solvent is CO (methanol), C(C)O (ethanol), CO (methanol). The reactants are COC1=C(CN)C=CC=C1 (2-methoxybenzylamine), CI (methyl iodide), BrC1=CC=CC(=N1)NC(=S)N (N-(6-bromopyridin-2-yl)thiourea), methyl N-(6-bromopyridin-2-yl)imidothiocarbamate hydroiodide, ClCCl.CCCCC (dichloromethane pentane). The reactants are C(#N)[BH3-].[Na+] (Sodium cyanoborohydride), ClC1=C(C(=CC(=C1)C(F)(F)F)Cl)N1N=CC(=N1)C=O (2-(2,6-dichloro-4-trifluoromethylphenyl)-1,2,3-triazole-4-carboxaldehyde), [OH-].[K+] (potassium hydroxide), NC=1NC(=C(N1)C#N)C#N (2-amino-4,5-dicyanoimidazole). Run in CO (methanol). Run at time 20 hour. Yields the product ClC1=C(C(=CC(=C1)C(F)(F)F)Cl)N1N=CC(=N1)CNC=1NC(=C(N1)C#N)C#N (2-(2,6-dichloro-4-trifluoromethylphenyl)-4-[(4,5-dicyano-1H-imidazol-2-ylamino)-methyl]-2H-1,2,3-triazole). RXN SMILES: C([BH3-])#N.[Na+].[Cl:5][C:6]1[CH:11]=[C:10]([C:12]([F:15])([F:14])[F:13])[CH:9]=[C:8]([Cl:16])[C:7]=1[N:17]1[N:21]=[C:20]([CH:22]=O)[CH:19]=[N:18]1.[OH-].[K+].[NH2:26][C:27]1[NH:28][C:29]([C:34]#[N:35])=[C:30]([C:32]#[N:33])[N:31]=1>CO>[Cl:5][C:6]1[CH:11]=[C:10]([C:12]([F:15])([F:14])[F:13])[CH:9]=[C:8]([Cl:16])[C:7]=1[N:17]1[N:21]=[C:20]([CH2:22][NH:26][C:27]2[NH:28][C:29]([C:34]#[N:35])=[C:30]([C:32]#[N:33])[N:31]=2)[CH:19]=[N:18]1 |f:0.1,3.4|. Reported procedure: Sodium cyanoborohydride (0.05 g) was added to a solution of 2-(2,6-dichloro-4-trifluoromethylphenyl)-1,2,3-triazole-4-carboxaldehyde (0.3 g), potassium hydroxide (0.04 g) and 2-amino-4,5-dicyanoimidazole (0.3 g) in methanol (20 ml). After 20 hours at room temperature, the solvent was evaporated under reduced pressure and the residue purified by silica gel chromatography to give 2-(2,6-dichloro-4-trifluoromethylphenyl)-4-[(4,5-dicyano-1H-imidazol-2-ylamino)-methyl]-2H-1,2,3-triazole, m.p. 213°-21... Starting materials: Cn1ccn2c(=O)c(OCc3ccccc3)c(C(=O)O)nc12, Cl, NCC(=O)Cc1ccc(Cl)c(Cl)c1. Product: Cn1ccn2c(=O)c(OCc3ccccc3)c(C(=O)NCC(=O)Cc3ccc(Cl)c(Cl)c3)nc12. As a reaction SMILES: [CH2:1]([c:2]1[cH:3][cH:4][cH:5][cH:6][cH:7]1)[O:8][c:9]1[c:10]([C:20](=[O:21])[OH:22])[n:11][c:12]2[n:13]([c:14]1=[O:15])[cH:16][cH:17][n:18]2[CH3:19].[ClH:23].[NH2:24][CH2:25][C:26]([CH2:27][c:28]1[cH:29][c:30]([Cl:35])[c:31]([Cl:34])[cH:32][cH:33]1)=[O:36]>>[CH2:1]([c:2]1[cH:3][cH:4][cH:5][cH:6][cH:7]1)[O:8][c:9]1[c:10]([C:20](=[O:21])[NH:24][CH2:25][C:26]([CH2:27][c:28]2[cH:29][c:30]([Cl:35])[c:31]([Cl:34])[cH:32][cH:33]2)=[O:36])[n:11][c:12]2[n:13]([c:14]1=[O:15])[cH:16][cH:17][n:18]2[CH3:19]. The product is OCCC1=CC(=CS1)CN1CCC2(CN(CCO2)C(=O)C=2N=C(SC2)C(C)C)CC1 ((9-((5-(2-hydroxyethyl)thiophen-3-yl)methyl)-1-oxa-4,9-diazaspiro[5.5]undecan-4-yl)(2-isopropylthiazol-4-yl)methanone). Conditions: time 2 hour. Run in O1CCCC1 (tetrahydrofuran). Reported procedure: Tetrabutylammonium fluoride (1M in tetrahydrofuran, 2.1 mL) was added to a solution of (9-((5-(2-(tert-butyldimethylsilyloxy)ethyl)thiophen-3-yl)methyl)-1-oxa-4,9-diazaspiro[5.5]undecan-4-yl)(2-isopropylthiazol-4-yl)methanone (example 278, step d) (0.80 g) in tetrahydrofuran (10 mL). After 2 h, the solution was evaporated in vacuo and the residue partitioned between saturated sodium bicarbonate solution (50 mL) and ethyl acetate (50 mL). The layers were separated and the aqueous phase extracted ... Reaction SMILES: [F-].C([N+](CCCC)(CCCC)CCCC)CCC.[Si]([O:26][CH2:27][CH2:28][C:29]1[S:33][CH:32]=[C:31]([CH2:34][N:35]2[CH2:55][CH2:54][C:38]3([O:43][CH2:42][CH2:41][N:40]([C:44]([C:46]4[N:47]=[C:48]([CH:51]([CH3:53])[CH3:52])[S:49][CH:50]=4)=[O:45])[CH2:39]3)[CH2:37][CH2:36]2)[CH:30]=1)(C(C)(C)C)(C)C>O1CCCC1>[OH:26][CH2:27][CH2:28][C:29]1[S:33][CH:32]=[C:31]([CH2:34][N:35]2[CH2:55][CH2:54][C:38]3([O:43][CH2:42][CH2:41][N:40]([C:44]([C:46]4[N:47]=[C:48]([CH:51]([CH3:52])[CH3:53])[S:49][CH:50]=4)=[O:45])[CH2:39]3)[CH2:37][CH2:36]2)[CH:30]=1 |f:0.1|. Reactants: [F-].C(CCC)[N+](CCCC)(CCCC)CCCC (Tetrabutylammonium fluoride), [Si](C)(C)(C(C)(C)C)OCCC1=CC(=CS1)CN1CCC2(CN(CCO2)C(=O)C=2N=C(SC2)C(C)C)CC1 ((9-((5-(2-(tert-butyldimethylsilyloxy)ethyl)thiophen-3-yl)methyl)-1-oxa-4,9-diazaspiro[5.5]undecan-4-yl)(2-isopropylthiazol-4-yl)methanone). Starting materials: CO, NC1=NC2(CO1)c1cc(O)ccc1Oc1ncc(C3=CCOCC3)cc12. Yields the product NC1=NC2(CO1)c1cc(O)ccc1Oc1ncc(C3CCOCC3)cc12. As a reaction SMILES: [CH3:27][OH:28].[NH2:1][C:2]1=[N:26][C:5]2([CH2:4][O:3]1)[c:6]1[cH:7][c:8]([OH:25])[cH:9][cH:10][c:11]1[O:12][c:13]1[n:14][cH:15][c:16]([C:19]3=[CH:24][CH2:23][O:22][CH2:21][CH2:20]3)[cH:17][c:18]12>>[NH2:1][C:2]1=[N:26][C:5]2([CH2:4][O:3]1)[c:6]1[cH:7][c:8]([OH:25])[cH:9][cH:10][c:11]1[O:12][c:13]1[n:14][cH:15][c:16]([CH:19]3[CH2:20][CH2:21][O:22][CH2:23][CH2:24]3)[cH:17][c:18]12.